This data is from the Open Reaction Database (ORD), a public repository of structured organic reaction records. The task is: describe an organic reaction: reactants, conditions, products, and yield The reactants are CCC(C(=O)[O-])N(CP(=O)(Oc1ccc(OC)cc1)Oc1ccc(OC)cc1)C(=O)SCc1ccccc1, ClCCl, O=C(OO)c1cccc(Cl)c1. The product is CCC(C(=O)O)N(CP(=O)(Oc1ccc(OC)cc1)Oc1ccc(OC)cc1)C(=O)S(=O)Cc1ccccc1. As a reaction SMILES: [CH2:1]([CH3:2])[CH:3]([N:4]([CH2:5][P:6](=[O:7])([O:8][c:9]1[cH:10][cH:11][c:12]([O:15][CH3:16])[cH:13][cH:14]1)[O:17][c:18]1[cH:19][cH:20][c:21]([O:24][CH3:25])[cH:22][cH:23]1)[C:26](=[O:27])[S:28][CH2:29][c:30]1[cH:31][cH:32][cH:33][cH:34][cH:35]1)[C:36](=[O:37])[O-:38].[CH2:50]([Cl:51])[Cl:52].[Cl:39][c:40]1[cH:41][cH:42][cH:43][c:44]([C:45]([O:46][OH:48])=[O:47])[cH:49]1>>[CH2:1]([CH3:2])[CH:3]([N:4]([CH2:5][P:6](=[O:7])([O:8][c:9]1[cH:10][cH:11][c:12]([O:15][CH3:16])[cH:13][cH:14]1)[O:17][c:18]1[cH:19][cH:20][c:21]([O:24][CH3:25])[cH:22][cH:23]1)[C:26](=[O:27])[S:28]([CH2:29][c:30]1[cH:31][cH:32][cH:33][cH:34][cH:35]1)=[O:47])[C:36](=[O:37])[OH:38].